From a dataset of the Open Reaction Database (ORD), a public repository of structured organic reaction records. describe an organic reaction: reactants, conditions, products, and yield The reactants are C(C)O (ethanol), Cl.OC1[C@H](N)[C@@H](O)[C@H](O)[C@H](O1)CO (Glucosamine hydrochloride), N(=O)[O-].[Na+] (sodium nitrite), C(C=C)(=O)Cl (acryloyl chloride). Run in C([O-])([O-])=O.[K+].[K+] (potassium carbonate). Reaction conditions: temperature 0 celsius, time 2 hour. Yields the product C(C=C)(=O)N[C@@H](C=O)[C@@H](O)[C@H](O)[C@H](O)CO (2-Acrylamido-2-deoxy-D-glucose). RXN SMILES: Cl.[OH:2][CH:3]1[O:11][C@H:10]([CH2:12][OH:13])[C@@H:8]([OH:9])[C@H:6]([OH:7])[C@H:4]1[NH2:5].N([O-])=O.[Na+].[C:18](Cl)(=[O:21])[CH:19]=[CH2:20].C(O)C>C(=O)([O-])[O-].[K+].[K+]>[C:18]([NH:5][C@H:4]([C@H:6]([C@@H:8]([C@@H:10]([CH2:12][OH:13])[OH:11])[OH:9])[OH:7])[CH:3]=[O:2])(=[O:21])[CH:19]=[CH2:20] |f:0.1,2.3,6.7.8|. Procedure: Glucosamine hydrochloride (0.1 mol; 21.56 g) and sodium nitrite (0.2 g) as inhibitor were dissolved under nitrogen atmosphere in 100 ml of a 0.3 M potassium carbonate solution, and the mixture was cooled to 0° C. Under vigorous stirring, acryloyl chloride (0.2 mol; 18.1 g) was added while the temperature was kept below 5° C. Stirring was continued for 3 h at 0°-5° C. and further 2 h while the mixture was allowed to come to room temperature. Finally, it was left at room temperature for 14 h. The ... The reactants are CC1=CC=C(C=C1)S(=O)(=O)OCCC1=CC=CC=C1 (phenethyl 4-methylbenzenesulfonate), C(C1=CC=CC=C1)NC(=O)C=1SC(=CC1C)N1C(C=C(C=C1)O)=O (N-benzyl-5-(4-hydroxy-2-oxopyridin-1(2H)-yl)-3-methylthiophene-2-carboxamide). Product: C(C1=CC=CC=C1)NC(=O)C=1SC(=CC1C)N1C(C=C(C=C1)OCCC1=CC=CC=C1)=O (N-Benzyl-3-methyl-5-(2-oxo-4-phenethoxypyridin-1(2H)-yl)thiophene-2-carboxamide). The yield is 59.0%. Reaction SMILES: CC1C=CC(S([O:11][CH2:12][CH2:13][C:14]2[CH:19]=[CH:18][CH:17]=[CH:16][CH:15]=2)(=O)=O)=CC=1.[CH2:20]([NH:27][C:28]([C:30]1[S:31][C:32]([N:36]2[CH:41]=[CH:40][C:39](O)=[CH:38][C:37]2=[O:43])=[CH:33][C:34]=1[CH3:35])=[O:29])[C:21]1[CH:26]=[CH:25][CH:24]=[CH:23][CH:22]=1>>[CH2:20]([NH:27][C:28]([C:30]1[S:31][C:32]([N:36]2[CH:41]=[CH:40][C:39]([O:11][CH2:12][CH2:13][C:14]3[CH:15]=[CH:16][CH:17]=[CH:18][CH:19]=3)=[CH:38][C:37]2=[O:43])=[CH:33][C:34]=1[CH3:35])=[O:29])[C:21]1[CH:26]=[CH:25][CH:24]=[CH:23][CH:22]=1. Procedure details: Following the procedure as described in Example 9, making variations only as required to use phenethyl 4-methylbenzenesulfonate in place of 2-cyclopropylethyl 4-methylbenzenesulfonate to react with N-benzyl-5-(4-hydroxy-2-oxopyridin-1(2H)-yl)-3-methylthiophene-2-carboxamide, the title compound was obtained as a colorless solid in 59% yield: mp 159-160° C.; 1H NMR (300 MHz, DMSO-d6) δ 8.55 (t, J=5.9 Hz, 1H), 8.12 (d, J=7.9 Hz, 1H), 7.35-7.20 (m, 11H), 6.18 (dd, J=7.9, 2.6 Hz, 1H), 6.06 (d, J=2.6 ... The reactants are CCCC[Sn](CCCC)(CCCC)c1csc2cncnc12, [Cs+], [F-], CC(=O)N1CCC(n2cc(-c3cnc(N)c4oc(Cl)cc34)cn2)CC1, CN(C)C=O, c1ccc(P(c2ccccc2)(c2ccccc2)[Pd](P(c2ccccc2)(c2ccccc2)c2ccccc2)(P(c2ccccc2)(c2ccccc2)c2ccccc2)P(c2ccccc2)(c2ccccc2)c2ccccc2)cc1. Yields the product CC(=O)N1CCC(n2cc(-c3cnc(N)c4oc(-c5csc6cncnc56)cc34)cn2)CC1. RXN SMILES: [CH2:1]([Sn:2]([CH2:3][CH2:4][CH2:5][CH3:15])([c:6]1[cH:7][s:8][c:9]2[c:10]1[n:11][cH:12][n:13][cH:14]2)[CH2:16][CH2:17][CH2:18][CH3:19])[CH2:20][CH2:21][CH3:22].[Cs+:49].[F-:48].[NH2:23][c:24]1[n:25][cH:26][c:27](-[c:34]2[cH:35][n:36][n:37]([CH:39]3[CH2:40][CH2:41][N:42]([C:45]([CH3:46])=[O:47])[CH2:43][CH2:44]3)[cH:38]2)[c:28]2[c:29]1[o:30][c:31]([Cl:33])[cH:32]2.[O:50]=[CH:51][N:52]([CH3:53])[CH3:54].[cH:55]1[cH:56][cH:57][c:58]([P:59]([Pd:60]([P:61]([c:62]2[cH:63][cH:64][cH:65][cH:66][cH:67]2)([c:68]2[cH:69][cH:70][cH:71][cH:72][cH:73]2)[c:74]2[cH:75][cH:76][cH:77][cH:78][cH:79]2)([P:80]([c:81]2[cH:82][cH:83][cH:84][cH:85][cH:86]2)([c:87]2[cH:88][cH:89][cH:90][cH:91][cH:92]2)[c:93]2[cH:94][cH:95][cH:96][cH:97][cH:98]2)[P:99]([c:100]2[cH:101][cH:102][cH:103][cH:104][cH:105]2)([c:106]2[cH:107][cH:108][cH:109][cH:110][cH:111]2)[c:112]2[cH:113][cH:114][cH:115][cH:116][cH:117]2)([c:118]2[cH:119][cH:120][cH:121][cH:122][cH:123]2)[c:124]2[cH:125][cH:126][cH:127][cH:128][cH:129]2)[cH:130][cH:131]1>>[c:6]1(-[c:31]2[o:30][c:29]3[c:24]([NH2:23])[n:25][cH:26][c:27](-[c:34]4[cH:35][n:36][n:37]([CH:39]5[CH2:40][CH2:41][N:42]([C:45]([CH3:46])=[O:47])[CH2:43][CH2:44]5)[cH:38]4)[c:28]3[cH:32]2)[cH:7][s:8][c:9]2[c:10]1[n:11][cH:12][n:13][cH:14]2. Reactants: FC(C=1C=C(C=C(C1)C(F)(F)F)NC(=O)[C@@H]1[C@@H](CCCC1)C(=O)O)(F)F (cis-2-[(3,5-bistrifluoromethyl phenyl)-aminocarbonyl]-cyclohexane carboxylic acid), [OH-].[Na+].CO (NaOH methanol). The product is FC(C=1C=C(C=C(C1)C(F)(F)F)NC(=O)[C@@H]1[C@@H](CCCC1)C(=O)[O-])(F)F.[Na+] (sodium cis-2-[(3,5-bistrifluoromethyl phenyl)-aminocarbonyl]-cyclohexane carboxylate). As a reaction SMILES: [F:1][C:2]([F:26])([F:25])[C:3]1[CH:4]=[C:5]([NH:13][C:14]([C@H:16]2[CH2:21][CH2:20][CH2:19][CH2:18][C@H:17]2[C:22]([OH:24])=[O:23])=[O:15])[CH:6]=[C:7]([C:9]([F:12])([F:11])[F:10])[CH:8]=1.[OH-].[Na+:28].CO>>[F:1][C:2]([F:25])([F:26])[C:3]1[CH:4]=[C:5]([NH:13][C:14]([C@H:16]2[CH2:21][CH2:20][CH2:19][CH2:18][C@H:17]2[C:22]([O-:24])=[O:23])=[O:15])[CH:6]=[C:7]([C:9]([F:12])([F:10])[F:11])[CH:8]=1.[Na+:28] |f:1.2.3,4.5|. Reported procedure: 10 m Mol of cis-2-[(3,5-bistrifluoromethyl phenyl)-aminocarbonyl]-cyclohexane carboxylic acid was dissolved in 100 ml of 0.1N NaOH/methanol solution. The solvent was evaporated off to dryness to give sodium cis-2-[(3,5-bistrifluoromethyl phenyl)-aminocarbonyl]-cyclohexane carboxylate [melting point: 259°-260° C. (decomposition)]. Reactants: C(CCC)[Li] (n-butyllithium), C(O)([O-])=O.[Na+] (sodium hydrogen carbonate), ClC=1C=C(C=O)C=CC1Cl (3,4-dichlorobenzaldehyde), C(C)(C)NC(C)C (diisopropylamine), solution, [Si](C)(C)(C(C)(C)C)OCC1=CC=NC=C1 (4-pyridylcarbinol t-butyldimethylsilyl ether). The solvent is O1CCCC1 (tetrahydrofuran), O1CCCC1 (tetrahydrofuran), O1CCCC1 (tetrahydrofuran), O1CCCC1 (tetrahydrofuran). Conditions: temperature -78 celsius. Product: ClC=1C=C(C=CC1Cl)C(C(O)C1=CC=NC=C1)O (1-(3,4-Dichlorophenyl)-2-pyridin-4-yl-ethane-1,2-diol). Reaction SMILES: C(NC(C)C)(C)C.C([Li])CCC.[Si]([O:20][CH2:21][C:22]1[CH:27]=[CH:26][N:25]=[CH:24][CH:23]=1)(C(C)(C)C)(C)C.[Cl:28][C:29]1[CH:30]=[C:31]([CH:34]=[CH:35][C:36]=1[Cl:37])[CH:32]=[O:33].C(=O)([O-])O.[Na+]>O1CCCC1>[Cl:28][C:29]1[CH:30]=[C:31]([CH:32]([OH:33])[CH:21]([C:22]2[CH:23]=[CH:24][N:25]=[CH:26][CH:27]=2)[OH:20])[CH:34]=[CH:35][C:36]=1[Cl:37] |f:4.5|. Reported procedure: To a stirring solution of diisopropylamine (14.9 g, 19.4 mL, 148 mmol) in tetrahydrofuran (500 mL) at -78° C. was added, dropwise, n-butyllithium (59 mL of a 2.5M solution in tetrahydrofuran). After ten minutes, a solution of 4-pyridylcarbinol t-butyldimethylsilyl ether (30 g, 134 mmol) in tetrahydrofuran (150 mL) was added dropwise and the temperature allowed to rise to -15° C. The solution was again cooled to -78° C. and a solution of 3,4-dichlorobenzaldehyde (25.9 g, 134 mmol) in tetrahydrofu... The reactants are C(C)(C)(C)CC(=O)NC1=CC=C(C=C1)B1OC(C(O1)(C)C)(C)C (tert-butyl N-[4-(4,4,5,5-tetramethyl-1,3,2-dioxaborolan-2-yl)phenyl]acetamide), CC(=O)OCC1=C2C=CC=CC2=C(C3=CC=CC=C31)COC(=O)C (acetic). The solvent is N1=CC=CC=C1 (pyridine), CCOC(=O)C (AcOEt). Run at time 23 hour. Yields the product CN(C(C)=O)C1=CC=C(C=C1)B1OC(C(O1)(C)C)(C)C (N-methyl-N-[4-(4,4,5,5-tetramethyl-1,3,2-dioxaborolan-2-yl)phenyl]acetamide). Isolated yield 77.0%. Reaction SMILES: C([CH2:5][C:6]([NH:8][C:9]1[CH:14]=[CH:13][C:12]([B:15]2[O:19][C:18]([CH3:21])([CH3:20])[C:17]([CH3:23])([CH3:22])[O:16]2)=[CH:11][CH:10]=1)=[O:7])(C)(C)C.[CH3:24]C(OCC1C2C(=CC=CC=2)C(COC(C)=O)=C2C=1C=CC=C2)=O>N1C=CC=CC=1.CCOC(C)=O>[CH3:24][N:8]([C:9]1[CH:14]=[CH:13][C:12]([B:15]2[O:16][C:17]([CH3:23])([CH3:22])[C:18]([CH3:21])([CH3:20])[O:19]2)=[CH:11][CH:10]=1)[C:6](=[O:7])[CH3:5]. Reported procedure: A mixture of tert-butyl N-[4-(4,4,5,5-tetramethyl-1,3,2-dioxaborolan-2-yl)phenyl]acetamide (100 mg, 0.429 mmol) in pyridine (1 mL) was added acetic anhydrate (1 mL) and stirred at room temperature for 23 hours. The mixture was diluted with AcOEt, washed with 1N HCl, brine, dried over Na2SO4, then filtrated through Celite pad. The filtrate was concentrated to afford the desired product (91 mg, 77%) as a dark brown solid. 1HNMR (CDCl3) 400 MHz δ: 7.85 (d, J=8.0 Hz, 2H), 7.19 (d, J=8.0 Hz, 2H), 3.2... Reactants: ON=C(C(=O)OCC)C#N (ethyl 2-hydroxyimino-2-cyanoacetate), ClC(=O)OCC (ethyl chloroformate). Yields the product C(C)OC(=O)ON=C(C(=O)OCC)C#N (ethyl 2-ethoxycarbonyloxyimino-2-cyanoacetate). Yield: 74.3%. Reaction SMILES: [OH:1][N:2]=[C:3]([C:9]#[N:10])[C:4]([O:6][CH2:7][CH3:8])=[O:5].Cl[C:12]([O:14][CH2:15][CH3:16])=[O:13]>>[CH2:15]([O:14][C:12]([O:1][N:2]=[C:3]([C:9]#[N:10])[C:4]([O:6][CH2:7][CH3:8])=[O:5])=[O:13])[CH3:16]. Reported procedure: The reaction of ethyl 2-hydroxyimino-2-cyanoacetate (8.5 g) with ethyl chloroformate (6.0 g) is carried out as in Example 3 to give ethyl 2-ethoxycarbonyloxyimino-2-cyanoacetate (8.8 g) as an oil. Reactants: [BH4-], CO, COCOCc1csc2c1S(=O)(=O)N=C(c1c(O)c3ccccc3n(N=CC3CC3)c1=O)N2, Cl, [Li+], C1CCOC1, O. The product is COCOCc1csc2c1S(=O)(=O)N=C(c1c(O)c3ccccc3n(NCC3CC3)c1=O)N2. As a reaction SMILES: [BH4-:36].[CH3:34][OH:35].[CH:1]1([CH:4]=[N:5][n:6]2[c:7](=[O:33])[c:8]([C:17]3=[N:18][S:19](=[O:31])(=[O:32])[c:20]4[c:21]([s:23][cH:24][c:25]4[CH2:26][O:27][CH2:28][O:29][CH3:30])[NH:22]3)[c:9]([OH:16])[c:10]3[cH:11][cH:12][cH:13][cH:14][c:15]23)[CH2:2][CH2:3]1.[ClH:38].[Li+:37].[O:39]1[CH2:40][CH2:41][CH2:42][CH2:43]1.[OH2:44]>>[CH:1]1([CH2:4][NH:5][n:6]2[c:7](=[O:33])[c:8]([C:17]3=[N:18][S:19](=[O:31])(=[O:32])[c:20]4[c:21]([s:23][cH:24][c:25]4[CH2:26][O:27][CH2:28][O:29][CH3:30])[NH:22]3)[c:9]([OH:16])[c:10]3[cH:11][cH:12][cH:13][cH:14][c:15]23)[CH2:2][CH2:3]1. Reactants: C1CCOC1, O=C1OC(CO)CN1c1ccc(C2=CCOCC2)c(F)c1, Oc1cnsn1, c1ccc(P(c2ccccc2)c2ccccc2)cc1. Yields the product O=C1OC(COc2cnsn2)CN1c1ccc(C2=CCOCC2)c(F)c1. As a reaction SMILES: [CH2:47]1[O:48][CH2:49][CH2:50][CH2:51]1.[OH:1][CH2:2][CH:3]1[CH2:4][N:5]([c:9]2[cH:10][c:11]([F:21])[c:12]([C:15]3=[CH:20][CH2:19][O:18][CH2:17][CH2:16]3)[cH:13][cH:14]2)[C:6](=[O:8])[O:7]1.[OH:22][c:23]1[n:24][s:25][n:26][cH:27]1.[c:28]1([P:29]([c:30]2[cH:31][cH:32][cH:33][cH:34][cH:35]2)[c:36]2[cH:37][cH:38][cH:39][cH:40][cH:41]2)[cH:42][cH:43][cH:44][cH:45][cH:46]1>>[O:1]([CH2:2][CH:3]1[CH2:4][N:5]([c:9]2[cH:10][c:11]([F:21])[c:12]([C:15]3=[CH:20][CH2:19][O:18][CH2:17][CH2:16]3)[cH:13][cH:14]2)[C:6](=[O:8])[O:7]1)[c:23]1[n:24][s:25][n:26][cH:27]1. Starting materials: O=C(O)c1ccc2c(c1)nc(-c1ccc3nc(-c4cc(Br)ccc4O)ccc3c1)n2C1CCCCC1, CCO, [K+], [OH-], CC(=O)CCCO. Product: O=C(O)c1ccc2c(c1)nc(-c1ccc3nc(CCCO)ccc3c1)n2C1CCCCC1. RXN SMILES: [Br:1][c:2]1[cH:3][cH:4][c:5]([OH:6])[c:7](-[c:8]2[n:9][c:10]3[cH:11][cH:12][c:13](-[c:18]4[n:19][c:20]5[c:21]([n:22]4[CH:23]4[CH2:24][CH2:25][CH2:26][CH2:27][CH2:28]4)[cH:29][cH:30][c:31]([C:33](=[O:34])[OH:35])[cH:32]5)[cH:14][c:15]3[cH:16][cH:17]2)[cH:36]1.[CH3:46][CH2:47][OH:48].[K+:45].[OH-:44].[OH:37][CH2:38][CH2:39][CH2:40][C:41](=[O:42])[CH3:43]>>[c:8]1([CH2:40][CH2:39][CH2:38][OH:37])[n:9][c:10]2[cH:11][cH:12][c:13](-[c:18]3[n:19][c:20]4[c:21]([n:22]3[CH:23]3[CH2:24][CH2:25][CH2:26][CH2:27][CH2:28]3)[cH:29][cH:30][c:31]([C:33](=[O:34])[OH:35])[cH:32]4)[cH:14][c:15]2[cH:16][cH:17]1.